Dataset: the Open Reaction Database (ORD), a public repository of structured organic reaction records. Task: describe an organic reaction: reactants, conditions, products, and yield The reactants are C(C)N1N=CC2=C1N=CC1=C2NC=2N(C1=O)N=C(C2)CC (3,9-diethyl-3,11-dihydro-6H-pyrazolo[1,5-a]pyrazolo[4',3':5,6]pyrido-[4,3-d]pyrimidin-6-one), ClC1=CC=C(C(=O)Cl)C=C1 (4-chlorobenzoyl chloride). Yields the product C(C)N1N=CC2=C1N=CC1=C2N(C=2N(C1=O)N=C(C2)CC)C(C2=CC=C(C=C2)Cl)=O (3,9-diethyl-3,11-dihydro-11-(4-chlorobenzoyl)-6H-pyrazolo-[1,5-a]pyrazolo[4',3':5,6]pyrido[4,3-d]pyrimidin-6-one). Reaction SMILES: [CH2:1]([N:3]1[C:7]2[N:8]=[CH:9][C:10]3[C:15](=[O:16])[N:14]4[N:17]=[C:18]([CH2:20][CH3:21])[CH:19]=[C:13]4[NH:12][C:11]=3[C:6]=2[CH:5]=[N:4]1)[CH3:2].[Cl:22][C:23]1[CH:31]=[CH:30][C:26]([C:27](Cl)=[O:28])=[CH:25][CH:24]=1>>[CH2:1]([N:3]1[C:7]2[N:8]=[CH:9][C:10]3[C:15](=[O:16])[N:14]4[N:17]=[C:18]([CH2:20][CH3:21])[CH:19]=[C:13]4[N:12]([C:27](=[O:28])[C:26]4[CH:30]=[CH:31][C:23]([Cl:22])=[CH:24][CH:25]=4)[C:11]=3[C:6]=2[CH:5]=[N:4]1)[CH3:2]. Reported procedure: By treating the product of Example 25 with 4-chlorobenzoyl chloride according to the procedure of Example 2, 3,9-diethyl-3,11-dihydro-11-(4-chlorobenzoyl)-6H-pyrazolo-[1,5-a]pyrazolo[4',3':5,6]pyrido[4,3-d]pyrimidin-6-one is obtained.